The task is: describe an organic reaction: reactants, conditions, products, and yield. This data is from the Open Reaction Database (ORD), a public repository of structured organic reaction records. Starting materials: 5E, 5F, C(C)OC(C(C)(C)OC1=CC(=CC(=C1)C(F)(F)F)N)=O (2-(3-amino-5-trifluoromethyl-phenoxy)-2-methyl-propionic acid ethyl ester), C(C)OC(C(C)(C)OC1=CC(=CC(=C1)C(F)(F)F)NC(=O)OC(C)(C)C)=O (2-(3-tert-butoxycarbonylamino-5-trifluoromethyl-phenoxy)-2-methyl-propionic acid ethyl ester), C(=O)(OC(C)(C)C)OC(=O)OC(C)(C)C (di-tert-butyl dicarbonate), C(O)([O-])=O.[Na+] (sodium hydrogen carbonate). Run in O1CCOCC1.O (dioxane water). Product: C(C)OC(C(C)(C)OC1=CC(=CC(=C1)C(F)(F)F)N(C)C(=O)OC(C)(C)C)=O (2-[3-(tert-butoxycarbonyl-methyl-amino)-5-trifluoromethyl-phenoxy]-2-methyl-propionic acid ethyl ester). Reaction SMILES: [CH2:1](OC(=O)C(OC1C=C(C(F)(F)F)C=C(N)C=1)(C)C)C.[CH2:21]([O:23][C:24](=[O:47])[C:25]([O:28][C:29]1[CH:34]=[C:33]([C:35]([F:38])([F:37])[F:36])[CH:32]=[C:31]([NH:39][C:40]([O:42][C:43]([CH3:46])([CH3:45])[CH3:44])=[O:41])[CH:30]=1)([CH3:27])[CH3:26])[CH3:22].C(OC(OC(C)(C)C)=O)(OC(C)(C)C)=O.C(=O)([O-])O.[Na+]>O1CCOCC1.O>[CH2:21]([O:23][C:24](=[O:47])[C:25]([O:28][C:29]1[CH:34]=[C:33]([C:35]([F:37])([F:38])[F:36])[CH:32]=[C:31]([N:39]([C:40]([O:42][C:43]([CH3:46])([CH3:45])[CH3:44])=[O:41])[CH3:1])[CH:30]=1)([CH3:27])[CH3:26])[CH3:22] |f:3.4,5.6|. Reported procedure: In analogy to the procedures described in example 5D], 5E] and 5F], 2-(3-amino-5-trifluoromethyl-phenoxy)-2-methyl-propionic acid ethyl ester was converted into 2-(3-tert-butoxycarbonylamino-5-trifluoromethyl-phenoxy)-2-methyl-propionic acid ethyl ester by treatment with di-tert-butyl dicarbonate and sodium hydrogen carbonate in dioxane/water at r.t., methylated at nitrogen to yield 2-[3-(tert-butoxycarbonyl-methyl-amino)-5-trifluoromethyl-phenoxy]-2-methyl-propionic acid ethyl ester and deprote... The reactants are CCCCOc1nccc2nc(O)c3ccc(Br)cc3c12, Cn1cc(B2OC(C)(C)C(C)(C)O2)cn1, [Cl-], [Li+], [Na+], [Na+], O=C([O-])[O-], CN(C)C=O, O, c1ccc(P(c2ccccc2)(c2ccccc2)[Pd](P(c2ccccc2)(c2ccccc2)c2ccccc2)(P(c2ccccc2)(c2ccccc2)c2ccccc2)P(c2ccccc2)(c2ccccc2)c2ccccc2)cc1. Product: CCCCOc1nccc2nc(O)c3ccc(-c4cnn(C)c4)cc3c12. RXN SMILES: [Br:1][c:2]1[cH:3][c:4]2[c:5]([c:6]([OH:19])[n:7][c:8]3[cH:9][cH:10][n:11][c:12]([O:14][CH2:15][CH2:16][CH2:17][CH3:18])[c:13]23)[cH:20][cH:21]1.[CH3:22][n:23]1[n:24][cH:25][c:26]([B:28]2[O:29][C:30]([CH3:31])([CH3:32])[C:33]([CH3:34])([CH3:35])[O:36]2)[cH:27]1.[Cl-:38].[Li+:37].[Na+:39].[Na+:40].[O-:41][C:42](=[O:43])[O-:44].[O:45]=[CH:46][N:47]([CH3:48])[CH3:49].[OH2:127].[cH:50]1[cH:51][cH:52][c:53]([P:54]([Pd:55]([P:56]([c:57]2[cH:58][cH:59][cH:60][cH:61][cH:62]2)([c:63]2[cH:64][cH:65][cH:66][cH:67][cH:68]2)[c:69]2[cH:70][cH:71][cH:72][cH:73][cH:74]2)([P:75]([c:76]2[cH:77][cH:78][cH:79][cH:80][cH:81]2)([c:82]2[cH:83][cH:84][cH:85][cH:86][cH:87]2)[c:88]2[cH:89][cH:90][cH:91][cH:92][cH:93]2)[P:94]([c:95]2[cH:96][cH:97][cH:98][cH:99][cH:100]2)([c:101]2[cH:102][cH:103][cH:104][cH:105][cH:106]2)[c:107]2[cH:108][cH:109][cH:110][cH:111][cH:112]2)([c:113]2[cH:114][cH:115][cH:116][cH:117][cH:118]2)[c:119]2[cH:120][cH:121][cH:122][cH:123][cH:124]2)[cH:125][cH:126]1>>[c:2]1(-[c:26]2[cH:25][n:24][n:23]([CH3:22])[cH:27]2)[cH:3][c:4]2[c:5]([c:6]([OH:19])[n:7][c:8]3[cH:9][cH:10][n:11][c:12]([O:14][CH2:15][CH2:16][CH2:17][CH3:18])[c:13]23)[cH:20][cH:21]1. Starting materials: C1(CCCCCN1)=O (ε-Caprolactam), Cl (HCl), O (water). Product: Cl.NCCCCCC(=O)O (6-Aminohexanoic Acid Hydrochloride). RXN SMILES: [C:1]1(=[O:8])[NH:7][CH2:6][CH2:5][CH2:4][CH2:3][CH2:2]1.[ClH:9].[OH2:10]>>[ClH:9].[NH2:7][CH2:6][CH2:5][CH2:4][CH2:3][CH2:2][C:1]([OH:8])=[O:10] |f:3.4|. Procedure details: ε-Caprolactam (750.00 g, 6.63 mol), water (1500 mL), and concentrated HCl (675 mL, 36-38%) are combined in a 5000 mL three-necked round bottomed flask fitted with a mechanical stirrer and condenser. The mixture is heated for 4 h at reflux, cooled to room temperature, and concentrated by rotary evaporation at 50° C. (water aspirator vacuum) to give 1 as a white solid. The absence of ε-caprolactam by TLC (Rf =0.21, THF) indicates the reaction is complete.